describe an organic reaction: reactants, conditions, products, and yield From a dataset of the Open Reaction Database (ORD), a public repository of structured organic reaction records. Reactants: 1,1,1-triacetoxy-1,1-dihydro-1,2-benziodoxsol-3, ClC=1C=C(CNC2=NN=C(C3=CC=C(C=C23)C#N)N2CCC3(CC(C3)O)CC2)C=CC1OC (4-[(3-chloro-4-methoxybenzyl)amino]-1-(2-hydroxy-7-azaspiro[3.5]non-7-yl)-6-phthalazine carbonitrile), C(C)(=O)OCC (Ethyl acetate), C([O-])(O)=O.[Na+] (sodium bicarbonate), S(=S)(=O)([O-])[O-].[Na+].[Na+] (sodium thiosulfate). Solvent: O1CCCC1 (tetrahydrofuran), ClCCl (dichloromethane). Run at time 15 minute. Yields the product ClC=1C=C(CNC2=NN=C(C3=CC=C(C=C23)C#N)N2CCC3(CC(C3)=O)CC2)C=CC1OC (4-[(3-chloro-4-methoxybenzyl)amino]-1-(2-oxo-7-azaspiro[3.5]non-7-yl)-6-phthalazine carbonitrile). Isolated yield 84.4%. Reaction SMILES: [Cl:1][C:2]1[CH:3]=[C:4]([CH:29]=[CH:30][C:31]=1[O:32][CH3:33])[CH2:5][NH:6][C:7]1[C:16]2[C:11](=[CH:12][CH:13]=[C:14]([C:17]#[N:18])[CH:15]=2)[C:10]([N:19]2[CH2:28][CH2:27][C:22]3([CH2:25][CH:24]([OH:26])[CH2:23]3)[CH2:21][CH2:20]2)=[N:9][N:8]=1.C(OCC)(=O)C.C(=O)(O)[O-].[Na+].S([O-])([O-])(=O)=S.[Na+].[Na+]>ClCCl.O1CCCC1>[Cl:1][C:2]1[CH:3]=[C:4]([CH:29]=[CH:30][C:31]=1[O:32][CH3:33])[CH2:5][NH:6][C:7]1[C:16]2[C:11](=[CH:12][CH:13]=[C:14]([C:17]#[N:18])[CH:15]=2)[C:10]([N:19]2[CH2:28][CH2:27][C:22]3([CH2:25][C:24](=[O:26])[CH2:23]3)[CH2:21][CH2:20]2)=[N:9][N:8]=1 |f:2.3,4.5.6|. Procedure details: 500 mg of 4-[(3-chloro-4-methoxybenzyl)amino]-1-(2-hydroxy-7-azaspiro[3.5]non-7-yl)-6-phthalazine carbonitrile was suspended in 20 ml dichloromethane and 10 ml tetrahydrofuran, then 690 mg of 1,1,1-triacetoxy-1,1-dihydro-1,2-benziodoxsol-3 (1H)-one was added thereto, and the mixture was stirred at room temperature for 15 min. Ethyl acetate, 30 ml saturated aqueous sodium bicarbonate and 2 ml saturated aqueous sodium thiosulfate 5H2O were added thereto. The organic layer was recovered and the aqu... The reactants are COC1(CCN(CC1)CCCCCC(C1=CC=CC=C1)=O)CNC(=O)OC(C)(C)C (4-Methoxy-1-(6-oxo-6-phenylhexyl)-4-tert-butoxycarbonylaminomethylpiperidine), Cl.C(C)(C)O (hydrochloric acid isopropyl alcohol). The product is Cl.Cl.NCC1(CCN(CC1)CCCCCC(C1=CC=CC=C1)=O)OC (4-aminomethyl-4-methoxy-1-(6-oxo-6-phenylhexyl)piperidine dihydrochloride). RXN SMILES: [CH3:1][O:2][C:3]1([CH2:22][NH:23]C(OC(C)(C)C)=O)[CH2:8][CH2:7][N:6]([CH2:9][CH2:10][CH2:11][CH2:12][CH2:13][C:14](=[O:21])[C:15]2[CH:20]=[CH:19][CH:18]=[CH:17][CH:16]=2)[CH2:5][CH2:4]1.[ClH:31].C(O)(C)C>>[ClH:31].[ClH:31].[NH2:23][CH2:22][C:3]1([O:2][CH3:1])[CH2:8][CH2:7][N:6]([CH2:9][CH2:10][CH2:11][CH2:12][CH2:13][C:14](=[O:21])[C:15]2[CH:16]=[CH:17][CH:18]=[CH:19][CH:20]=2)[CH2:5][CH2:4]1 |f:1.2,3.4.5|. Reported procedure: 1H-NMR (CDCl3,ppm) δ: 1.34-1.81(19 H,m), 2.26-2.39(4 H,m), 2.51-2.59(2 H,m), 2.92-2.97(2 H,m), 3.16(3 H,s), 3.18-3.21(2 H,m), 4.69(1 H,br), 7.42-7.56(3 H,m), 7.93-7.96(2 H,m) (2) 4-Methoxy-1-(6-oxo-6-phenylhexyl)-4-tert-butoxycarbonylaminomethylpiperidine (3.35 g) and 15% hydrochloric acid-isopropyl alcohol (15 ml) were reacted and treated in the same manner as in Preparation Example 138(2) to give 2.25 g of 4-aminomethyl-4-methoxy-1-(6-oxo-6-phenylhexyl)piperidine dihydrochloride.